This data is from the Open Reaction Database (ORD), a public repository of structured organic reaction records. The task is: describe an organic reaction: reactants, conditions, products, and yield Starting materials: O([K])C(F)(C(F)(F)F)C(F)(F)F (KOCF(CF3)2), [N+](=O)([O-])C([N+](=O)[O-])([N+](=O)[O-])[N+](=O)[O-] (Tetranitromethane). The solvent is CN(C)C=O (DMF), CN(C)C=O (DMF), CN(C)C=O (DMF). Yields the product FC([N+](=O)[O-])([N+](=O)[O-])[N+](=O)[O-] (Fluorotrinitromethane). RXN SMILES: O(C(C(F)(F)F)(C(F)(F)F)[F:4])[K].[N+:13]([C:16]([N+]([O-])=O)([N+:20]([O-:22])=[O:21])[N+:17]([O-:19])=[O:18])([O-:15])=[O:14]>CN(C=O)C>[F:4][C:16]([N+:20]([O-:22])=[O:21])([N+:17]([O-:19])=[O:18])[N+:13]([O-:15])=[O:14]. Procedure details: In run 1 (control), 5 ml of 2.2 molar KOCF(CF3)2 in anhydrous DMF was added to a reaction vessel and diluted to 5.0 ml with anhydrous DMF. The reaction vessel consisted of a 50 ml round-bottom, three-neck flask which was equipped with a dropping funnel, an inlet tube with a safety trap, and an exit tube with a -80° C. cooled trap. Tetranitromethane (1.0 g, 5.10 mmoles) was placed in the dropping funnel and diluted with 10 ml of DMF. The system was flushed with nitrogen at 40 cc/min for 2 to 3 mi... Starting materials: ClCCCOC1=C2C=C(NC2=CC=C1)C(=O)N (4-(3-Chloropropoxy)indole-2-carboxamide), [I-].[Na+] (sodium iodide), N1(CCNCC1)C1=NC(=NC(=C1)N1CCCC1)N1CCCC1 (4-(1-piperazinyl)-2,6-di-1-pyrrolidinylpyrimidine), C([O-])([O-])=O.[K+].[K+] (potassium carbonate). The solvent is C(C)#N (acetonitrile). Yields the product N1(CCCC1)C1=NC(=CC(=N1)N1CCCC1)N1CCN(CC1)CCCOC1=C2C=C(NC2=CC=C1)C(=O)N (4-[3-[4-[2,4-Dipyrrolidino-6-pyrimidinyl]-1-piperazinyl]propoxy]indole-2-carboxamide). As a reaction SMILES: Cl[CH2:2][CH2:3][CH2:4][O:5][C:6]1[CH:14]=[CH:13][CH:12]=[C:11]2[C:7]=1[CH:8]=[C:9]([C:15]([NH2:17])=[O:16])[NH:10]2.[N:18]1([C:24]2[CH:29]=[C:28]([N:30]3[CH2:34][CH2:33][CH2:32][CH2:31]3)[N:27]=[C:26]([N:35]3[CH2:39][CH2:38][CH2:37][CH2:36]3)[N:25]=2)[CH2:23][CH2:22][NH:21][CH2:20][CH2:19]1.C(=O)([O-])[O-].[K+].[K+].[I-].[Na+]>C(#N)C>[N:35]1([C:26]2[N:27]=[C:28]([N:30]3[CH2:34][CH2:33][CH2:32][CH2:31]3)[CH:29]=[C:24]([N:18]3[CH2:23][CH2:22][N:21]([CH2:2][CH2:3][CH2:4][O:5][C:6]4[CH:14]=[CH:13][CH:12]=[C:11]5[C:7]=4[CH:8]=[C:9]([C:15]([NH2:17])=[O:16])[NH:10]5)[CH2:20][CH2:19]3)[N:25]=2)[CH2:39][CH2:38][CH2:37][CH2:36]1 |f:2.3.4,5.6|. Reported procedure: 4-(3-Chloropropoxy)indole-2-carboxamide (0.44 g), 4-(1-piperazinyl)-2,6-di-1-pyrrolidinylpyrimidine (0.525 g), powdered potassium carbonate (0.12 g) and sodium iodide (0.075 g) are combined in acetonitrile (50 ml) and heated at reflux for 96 hr. Although TLC showed both starting material and product remained in the reaction mixture, the mixture was concentrated under reduced pressure and the residue partitioned between 1N potassium bicarbonate and methylene chloride. The layers are separated, th... Reported procedure: N-[2-(3-fluorophenethyl)]-N′-[2-(5-bromopyridyl)]-thiourea (II-5) yield: 73%; mp 171-172° C.; UV (MeOH) λmax: 202, 208, 258, 275 and 306 nm; IR(KBr) ν 3213, 3155, 3084, 3028, 2866, 1595, 1533, 1477, 1336, 1308, 1229, 1211, 1173, 1136, 1092, 1026, 935, 870, 827, 791, 740 cm−1; 1H NMR (CDCl3)δ 811.3 3 (br s, 1H), 9.46 (br s, 1H), 8.05-8.04 (d, 1H), 7.73-7.69 (dd, 1H), 7.31-7.26 (m, 1H), 7.08-6.97 (m, 3H), 6.87-6.83 (d, 1H), 4.06-3.99 (q, 2H), 3.05-3.00 (t, 2H); 13C NMR (CDCl3) δ 179.1, 163.1, 151.... RXN SMILES: [CH:1]1[CH:6]=[C:5](F)[CH:4]=[C:3]([CH2:8][CH2:9][NH:10][C:11]([NH:13][C:14]2[CH:19]=[CH:18][C:17]([Br:20])=[CH:16][N:15]=2)=[S:12])[CH:2]=1.[CH3:21][OH:22]>>[CH3:21][O:22][C:5]1[CH:4]=[C:3]([CH2:8][CH2:9][NH:10][C:11]([NH:13][C:14]2[CH:19]=[CH:18][C:17]([Br:20])=[CH:16][N:15]=2)=[S:12])[CH:2]=[CH:1][CH:6]=1. Product: COC1=CC=CC(=C1)CCNC(=S)NC2=NC=C(C=C2)Br (N-[2-(3-methoxyphenethyl)]-N′-[2-(5-bromopyridyl)]-thiourea). Starting materials: C1=CC(=CC(=C1)F)CCNC(=S)NC2=NC=C(C=C2)Br (N-[2-(3-fluorophenethyl)]-N′-[2-(5-bromopyridyl)]-thiourea), IR(KBr), CO (MeOH). Starting materials: COCCOC, NCc1ccc(N)cc1, CS(=O)c1nc(N)nc(-c2ccco2)c1C#N. The product is N#Cc1c(NCc2ccc(N)cc2)nc(N)nc1-c1ccco1. As a reaction SMILES: [CH3:27][O:28][CH2:29][CH2:30][O:31][CH3:32].[NH2:18][c:19]1[cH:20][cH:21][c:22]([CH2:23][NH2:24])[cH:25][cH:26]1.[NH2:1][c:2]1[n:3][c:4]([S:15]([CH3:16])=[O:17])[c:5]([C:13]#[N:14])[c:6](-[c:8]2[o:9][cH:10][cH:11][cH:12]2)[n:7]1>>[NH2:1][c:2]1[n:3][c:4]([NH:24][CH2:23][c:22]2[cH:21][cH:20][c:19]([NH2:18])[cH:26][cH:25]2)[c:5]([C:13]#[N:14])[c:6](-[c:8]2[o:9][cH:10][cH:11][cH:12]2)[n:7]1. The reactants are CC[O-], CCO, CCOC=O, Cl, [Na+], CCn1nc(C)cc1C(=O)Nc1cccc(C(=O)c2ccc3c(c2)NC(=O)C3)c1. Product: CCn1nc(C)cc1C(=O)Nc1cccc(C(=O)c2ccc3c(c2)NC(=O)C3=CO)c1. As a reaction SMILES: [CH3:36][CH2:37][O-:38].[CH3:40][CH2:41][OH:42].[CH:30](=[O:31])[O:32][CH2:33][CH3:34].[ClH:39].[Na+:35].[O:1]=[C:2]1[NH:3][c:4]2[cH:5][c:6]([C:11](=[O:12])[c:13]3[cH:14][c:15]([NH:19][C:20](=[O:21])[c:22]4[n:23]([CH2:28][CH3:29])[n:24][c:25]([CH3:27])[cH:26]4)[cH:16][cH:17][cH:18]3)[cH:7][cH:8][c:9]2[CH2:10]1>>[O:1]=[C:2]1[NH:3][c:4]2[cH:5][c:6]([C:11](=[O:12])[c:13]3[cH:14][c:15]([NH:19][C:20](=[O:21])[c:22]4[n:23]([CH2:28][CH3:29])[n:24][c:25]([CH3:27])[cH:26]4)[cH:16][cH:17][cH:18]3)[cH:7][cH:8][c:9]2[C:10]1=[CH:30][OH:31].